From a dataset of the Open Reaction Database (ORD), a public repository of structured organic reaction records. describe an organic reaction: reactants, conditions, products, and yield Solvent: C1CCOC1 (THF). Product: NC[C@H]1CN(C(O1)=O)C1=CC(=C(C=C1)SC(C1=CC=CC=C1)(C1=CC=CC=C1)C1=CC=CC=C1)F (5-(S)-Aminomethyl-3-[4′-triphenylmethylthio-3′-fluorophenyl]oxazolidine-2-one). The reactants are C1(=CC=CC=C1)P(C1=CC=CC=C1)C1=CC=CC=C1 (Triphenylphosphine), N(=[N+]=[N-])C[C@@H]1CN(C(O1)=O)C1=CC(=C(C=C1)SC(C1=CC=CC=C1)(C1=CC=CC=C1)C1=CC=CC=C1)F (5-(S)-azidomethyl-3-[4′-triphenylmethylthio-3′-fluorophenyl]oxazolidine-2-one), O (Water). As a reaction SMILES: C1(P(C2C=CC=CC=2)C2C=CC=CC=2)C=CC=CC=1.[N:20]([CH2:23][C@H:24]1[O:28][C:27](=[O:29])[N:26]([C:30]2[CH:35]=[CH:34][C:33]([S:36][C:37]([C:50]3[CH:55]=[CH:54][CH:53]=[CH:52][CH:51]=3)([C:44]3[CH:49]=[CH:48][CH:47]=[CH:46][CH:45]=3)[C:38]3[CH:43]=[CH:42][CH:41]=[CH:40][CH:39]=3)=[C:32]([F:56])[CH:31]=2)[CH2:25]1)=[N+]=[N-].O>C1COCC1>[NH2:20][CH2:23][C@@H:24]1[O:28][C:27](=[O:29])[N:26]([C:30]2[CH:35]=[CH:34][C:33]([S:36][C:37]([C:38]3[CH:39]=[CH:40][CH:41]=[CH:42][CH:43]=3)([C:44]3[CH:45]=[CH:46][CH:47]=[CH:48][CH:49]=3)[C:50]3[CH:55]=[CH:54][CH:53]=[CH:52][CH:51]=3)=[C:32]([F:56])[CH:31]=2)[CH2:25]1. Procedure: Triphenylphosphine (2.82 g, 10.8 mmol) was added portionwise to a solution of 5-(S)-azidomethyl-3-[4′-triphenylmethylthio-3′-fluorophenyl]oxazolidine-2-one (5.00 g, 9.79 mmol) in THF (40 mL), and the mixture stirred for 2 h at r.t. Water (1.41 mL, 78.3 mmol) was added, and the mixture heated at 40° C. overnight. Solvent was removed under vacuum, and the oily residue purified by column chromatography (eluent: DCM, then 10% MeOH in DCM). Yield 3.56 g (75%). MS (m/z): [M+H]+=485. Reaction conditions: time 2 hour. Starting materials: ClC1=C(C(=CC=C1)F)C=1NC(N(N1)C1=CC=C(C=C1)C#C[Si](C)(C)C)=O (5-(2-chloro-6-fluorophenyl)-2-{4-[(trimethylsilyl)ethynyl]phenyl}-2,4-dihydro-3H-1,2,4-triazol-3-one), CCCC[N+](CCCC)(CCCC)CCCC.[F-] (TBAF). Run in C(Cl)Cl (DCM). Run at time 2.5 hour. Product: ClC1=C(C(=CC=C1)F)C=1NC(N(N1)C1=CC=C(C=C1)C#C)=O (5-(2-chloro-6-fluorophenyl)-2-(4-ethynylphenyl)-2,4-dihydro-3H-1,2,4-triazol-3-one). Yield: 223.7%. As a reaction SMILES: [Cl:1][C:2]1[CH:7]=[CH:6][CH:5]=[C:4]([F:8])[C:3]=1[C:9]1[NH:10][C:11](=[O:26])[N:12]([C:14]2[CH:19]=[CH:18][C:17]([C:20]#[C:21][Si](C)(C)C)=[CH:16][CH:15]=2)[N:13]=1.CCCC[N+](CCCC)(CCCC)CCCC.[F-]>C(Cl)Cl>[Cl:1][C:2]1[CH:7]=[CH:6][CH:5]=[C:4]([F:8])[C:3]=1[C:9]1[NH:10][C:11](=[O:26])[N:12]([C:14]2[CH:19]=[CH:18][C:17]([C:20]#[CH:21])=[CH:16][CH:15]=2)[N:13]=1 |f:1.2|. Reported procedure: To a solution of 5-(2-chloro-6-fluorophenyl)-2-{4-[(trimethylsilyl)ethynyl]phenyl}-2,4-dihydro-3H-1,2,4-triazol-3-one (0.200 g, 0.570 mmol) in DCM was added TBAF (0.362 g, 1.11 mmol). The reaction mass was stirred at RT for 2-3 h. The reaction mass was quenched in water and filtered through celite bed and concentrated. The obtained crude product was purified with column chromatography on silica gel eluting with 2.0% MeOH:DCM to afford 0.400 g of the desired product. 1H NMR (300 MHz, DMSO d6): δ ... As a reaction SMILES: [CH2:1]([CH2:2][CH3:3])[N:4]([CH:5]1[CH2:6][c:7]2[cH:8][c:9]3[cH:10][cH:11][nH:12][c:13]3[cH:14][c:15]2[CH2:16]1)[CH2:17][CH2:18][CH3:19].[CH3:27][N:28]([C:29]([CH2:30][CH3:31])=[O:32])[CH3:33].[CH3:34][CH2:35][OH:36].[Na+:26].[OH-:25].[P:20]([Cl:21])([Cl:22])([Cl:23])=[O:24]>>[CH2:1]([CH2:2][CH3:3])[N:4]([CH:5]1[CH2:6][c:7]2[cH:8][c:9]3[c:10]([C:29]([CH2:30][CH3:31])=[O:32])[cH:11][nH:12][c:13]3[cH:14][c:15]2[CH2:16]1)[CH2:17][CH2:18][CH3:19]. The reactants are CCCN(CCC)C1Cc2cc3cc[nH]c3cc2C1, CCC(=O)N(C)C, CCO, [Na+], [OH-], O=P(Cl)(Cl)Cl. Yields the product CCCN(CCC)C1Cc2cc3[nH]cc(C(=O)CC)c3cc2C1. Yields the product COc1cc(N)c(I)cc1C(=O)O. Reaction SMILES: [CH2:22]1[O:23][CH2:24][CH2:25][O:26][CH2:27]1.[I:13][N:14]1[C:15](=[O:16])[CH2:17][CH2:18][C:19]1=[O:20].[NH2:1][c:2]1[cH:3][c:4]([O:11][CH3:12])[c:5]([C:6](=[O:7])[OH:8])[cH:9][cH:10]1.[OH2:21]>>[NH2:1][c:2]1[cH:3][c:4]([O:11][CH3:12])[c:5]([C:6](=[O:7])[OH:8])[cH:9][c:10]1[I:13]. The reactants are C1COCCO1, O=C1CCC(=O)N1I, COc1cc(N)ccc1C(=O)O, O. The reactants are NC1=CC(=C(OC2=C3C(=NC=C2)C=C(S3)C3=CC=C(C=N3)CN3C(OCCC3)=O)C=C1)F (3-((6-(7-(4-amino-2-fluorophenoxy)thieno[3,2-b]pyridin-2-yl)pyridin-3-yl)methyl)-1,3-oxazinan-2-one), N(=C=O)C(C)C (2-isocyanatopropane). The solvent is C(Cl)Cl (DCM). Run at temperature 80 celsius. The product is FC=1C=C(C=CC1OC1=C2C(=NC=C1)C=C(S2)C2=NC=C(C=C2)CN2C(OCCC2)=O)NC(=O)NC(C)C (1-(3-fluoro-4-(2-(5-((2-oxo-1,3-oxazinan-3-yl)methyl)pyridin-2-yl)thieno[3,2-b]pyridin-7-yloxy)phenyl)-3-isopropylurea). The yield is 29.4%. As a reaction SMILES: [NH2:1][C:2]1[CH:31]=[CH:30][C:5]([O:6][C:7]2[CH:12]=[CH:11][N:10]=[C:9]3[CH:13]=[C:14]([C:16]4[N:21]=[CH:20][C:19]([CH2:22][N:23]5[CH2:28][CH2:27][CH2:26][O:25][C:24]5=[O:29])=[CH:18][CH:17]=4)[S:15][C:8]=23)=[C:4]([F:32])[CH:3]=1.[N:33]([CH:36]([CH3:38])[CH3:37])=[C:34]=[O:35]>C(Cl)Cl>[F:32][C:4]1[CH:3]=[C:2]([NH:1][C:34]([NH:33][CH:36]([CH3:38])[CH3:37])=[O:35])[CH:31]=[CH:30][C:5]=1[O:6][C:7]1[CH:12]=[CH:11][N:10]=[C:9]2[CH:13]=[C:14]([C:16]3[CH:17]=[CH:18][C:19]([CH2:22][N:23]4[CH2:28][CH2:27][CH2:26][O:25][C:24]4=[O:29])=[CH:20][N:21]=3)[S:15][C:8]=12. Procedure details: A reaction mixture consisting of amine 200 (100 mg, 0.222 mmol) and 2-isocyanatopropane (434 mg, 5.10 mmol) in DCM (3 mL) was heated to 80° C. in a sealed flask overnight. The mixture was then cooled to RT and purified by Biotage (SiliaFlash 12 g cartridge, 0-12% MeOH/CHCl3) to afford after the separation title compound 201 (35 mg, 29.4% yield) as beige solid. 1H NMR (400 MHz, DMSO-d6) δ (ppm): 8.67 (s, 1H), 8.55 (d, 1H, J=1.8 Hz), 8.50 (d, 1H, J=5.3 Hz), 8.33 (s, 1H), 8.25 (d, 1H, J=8.2 Hz), 7.... Starting materials: [H-].[Al+3].[Li+].[H-].[H-].[H-] (lithium aluminum hydride), S(=O)(=O)([O-])[O-].[Mg+2] (magnesium sulfate), C(C)(C)N1CCC(CC1)C(=O)OCC (ethyl 1-isopropylpiperidin-4-carboxylate), [OH-].[Na+] (sodium hydroxide). Solvent: O1CCCC1 (tetrahydrofuran), O (water), O (water). Reaction conditions: time 14 hour. Product: C(C)(C)N1CCC(CC1)CO ((1-isopropylpiperidin-4-yl)methanol). The yield is 95.0%. As a reaction SMILES: [H-].[Al+3].[Li+].[H-].[H-].[H-].[CH:7]([N:10]1[CH2:15][CH2:14][CH:13]([C:16](OCC)=[O:17])[CH2:12][CH2:11]1)([CH3:9])[CH3:8].[OH-].[Na+].S([O-])([O-])(=O)=O.[Mg+2]>O1CCCC1.O>[CH:7]([N:10]1[CH2:15][CH2:14][CH:13]([CH2:16][OH:17])[CH2:12][CH2:11]1)([CH3:9])[CH3:8] |f:0.1.2.3.4.5,7.8,9.10|. Reported procedure: Under argon gas atmosphere, lithium aluminum hydride (3.29 g) is suspended in tetrahydrofuran (160 mL) and thereto is added ethyl 1-isopropylpiperidin-4-carboxylate (compound obtained in Reference Example 94(1), 5.00 g) under ice-cooling. The mixture is stirred at room temperature for 14 hours. To the reaction mixture is added successively water (3.3 mL), 2N sodium hydroxide solution (6.6 mL) and water (6.6 mL) under ice-cooling. The mixture is stirred at room temperature for 1 hour. After addit... The reactants are solution, Cl (hydrogen chloride), O1C=CC2=C1C=CC(=C2)CC(C)N (1-(benzofur-5-yl)-2-aminopropane), C(C)(=O)OCC (ethyl acetate). Solvent: C(C)OCC (diethyl ether). Yields the product O1C=CC2=C1C=CC(=C2)CC(C)=O (1-(benzofur-5-yl)-2-propanone). The yield is 91.0%. Reaction SMILES: [O:1]1[C:5]2[CH:6]=[CH:7][C:8]([CH2:10][CH:11](N)[CH3:12])=[CH:9][C:4]=2[CH:3]=[CH:2]1.Cl.C(OCC)(=[O:17])C>C(OCC)C>[O:1]1[C:5]2[CH:6]=[CH:7][C:8]([CH2:10][C:11](=[O:17])[CH3:12])=[CH:9][C:4]=2[CH:3]=[CH:2]1. Reported procedure: This amine was dissolved in 20 mL ethyl acetate and then a 1 N solution of hydrogen chloride in diethyl ether was added dropwise. The resulting slurry was filtered, the solid washed with 3 mL ethyl acetate, and the solid dried under vacuum to provide 0.548 gm (91%) of the title compound.